Dataset: the Open Reaction Database (ORD), a public repository of structured organic reaction records. Task: describe an organic reaction: reactants, conditions, products, and yield The reactants are C1(=CC=CC=C1)C(CC1=CC=C(C=C1)SC)=O (1-Phenyl-2-(4-(methylthio)phenyl)ethanone), BrBr (Br2). Run in C(Cl)(Cl)(Cl)Cl (CCl4), C(Cl)(Cl)Cl (CHCl3), C(Cl)(Cl)(Cl)Cl (CCl4). Reaction conditions: time 20 hour. The product is C1(=CC=CC=C1)C(C(C1=CC=C(C=C1)SC)Br)=O (1-Phenyl-2-bromo-2-(4-(methylthio)phenyl)ethanone). The yield is 74.7%. RXN SMILES: [C:1]1([C:7](=[O:17])[CH2:8][C:9]2[CH:14]=[CH:13][C:12]([S:15][CH3:16])=[CH:11][CH:10]=2)[CH:6]=[CH:5][CH:4]=[CH:3][CH:2]=1.[Br:18]Br>C(Cl)(Cl)(Cl)Cl.C(Cl)(Cl)Cl>[C:1]1([C:7](=[O:17])[CH:8]([Br:18])[C:9]2[CH:10]=[CH:11][C:12]([S:15][CH3:16])=[CH:13][CH:14]=2)[CH:2]=[CH:3][CH:4]=[CH:5][CH:6]=1. Procedure details: To a solution of the product of step 1 (60 g, 246 mmol) in CCl4 (900 mL) and CHCl3 (900 mL) was added dropwise a solution of Br2 (43.2 g, 270 mmol) in CCl4 (50 mL). After addition was completed, the mixture was concentrated to about 1/3 of its original volume. The mixture was washed with saturated NaHCO3 (500 mL) and Na2S2O8 (2×250 mL). The pale yellow solution was dried over Na2SO4 and concentrated to dryness. The residue was stirred in 10 % EtO2 /hexane for 20 h and filtered to give 59 g of th... Reactants: NC1=CC(=C(C(=O)NC2CN3CCC2CC3)C=C1Cl)O (4-Amino-N-(1-azabicyclo[2.2.2]oct-3-yl)-5-chloro-2-hydroxybenzamide), [H-].[Na+] (sodium hydride), oil. The product is C(C=C)OC1(C(=O)NC2CN3CCC2CC3)CC=C(C(=C1)Cl)N (1-Allyloxy-4-amino-N-(1-azabicyclo[2.2.2]oct-3-yl)-5-chlorobenzamide). The yield is 90.7%. As a reaction SMILES: [NH2:1][C:2]1[C:18]([Cl:19])=[CH:17][C:5]([C:6]([NH:8][CH:9]2[CH:14]3[CH2:15][CH2:16][N:11]([CH2:12][CH2:13]3)[CH2:10]2)=[O:7])=[C:4](O)[CH:3]=1.[H-].[Na+]>>[CH2:6]([O:7][C:5]1([CH:17]=[C:18]([Cl:19])[C:2]([NH2:1])=[CH:3][CH2:4]1)[C:6]([NH:8][CH:9]1[CH:14]2[CH2:15][CH2:16][N:11]([CH2:12][CH2:13]2)[CH2:10]1)=[O:7])[CH:5]=[CH2:4] |f:1.2|. Reported procedure: 4-Amino-N-(1-azabicyclo[2.2.2]oct-3-yl)-5-chloro-2-hydroxybenzamide (444 mg) was added to a suspension of sodium hydride (66 mg of a 60% oil emulsion, washed with pentane) in DMF (10 mL). When the evolution of hydrogen ceased, the solution was treated with allyl bromide (195 mg) for 1 hour. The solution was diluted with ethyl acetate and the volume of solvent mixture consisting of acetonitrile, methanol and ammonium hydroxide in the ratio of 100:15:0.5, and flash chromatographed over silica gel ...